This data is from the Open Reaction Database (ORD), a public repository of structured organic reaction records. The task is: describe an organic reaction: reactants, conditions, products, and yield Reactants: ClC1=CC(=C(C=C1)[N+](=O)[O-])[N+](=O)[O-] (4-chloro-1,2-dinitrobenzene), ClC1=C(N)C=CC=C1 (2-chloroaniline). Solvent: CCO (EtOH). Yields the product ClC1=CC(=C(C=C1)[N+](=O)[O-])NC1=C(C=CC=C1)Cl (4-Chloro-2-[(2-chlorophenyl)amino]-1-nitrobenzene). Isolated yield 5.0%. RXN SMILES: [Cl:1][C:2]1[CH:7]=[CH:6][C:5]([N+:8]([O-:10])=[O:9])=[C:4]([N+:11]([O-])=O)[CH:3]=1.[Cl:14][C:15]1[CH:21]=[CH:20][CH:19]=[CH:18][C:16]=1N>CCO>[Cl:1][C:2]1[CH:7]=[CH:6][C:5]([N+:8]([O-:10])=[O:9])=[C:4]([NH:11][C:16]2[CH:18]=[CH:19][CH:20]=[CH:21][C:15]=2[Cl:14])[CH:3]=1. Reported procedure: A mixture of 101 g of 4-chloro-1,2-dinitrobenzene and 191 g of 2-chloroaniline in 750 ml of 95° EtOH is refluxed for 96 hours. The solvent is evaporated off under vacuum, the residue is extracted with DCM, washed with a 3 N solution of HCl and with water and dried over Na2SO4 and the solvent is evaporated off under vacuum. The residue is chromatographed on silica using a DCM/hexane mixture (50/50; v/v) as the eluent to give 7 g of the expected product after crystallization from EtOH. M.p.=97° C. The solvent is C(Cl)Cl (DCM), C(Cl)Cl (DCM). The product is BrC1=CC(=C(C=C1OC)C(=O)C1=CC=CC=C1)O ([4-bromo-2-hydroxy-5-(methyloxy)phenyl](phenyl)methanone). Conditions: temperature 0 celsius, time 35 minute. Yield: 90.0%. RXN SMILES: [Br:1][C:2]1[C:7]([O:8][CH3:9])=[CH:6][C:5]([C:10]([C:12]2[CH:17]=[CH:16][CH:15]=[CH:14][CH:13]=2)=[O:11])=[C:4]([O:18]C)[CH:3]=1.B(Cl)(Cl)Cl>C(Cl)Cl>[Br:1][C:2]1[C:7]([O:8][CH3:9])=[CH:6][C:5]([C:10]([C:12]2[CH:13]=[CH:14][CH:15]=[CH:16][CH:17]=2)=[O:11])=[C:4]([OH:18])[CH:3]=1. Procedure details: A solution of [4-bromo-2,5-bis(methyloxy)phenyl](phenyl)methanone (400 mg, 1.245 mmol) in DCM (2.1 mL, C=0.6M) was added dropwise to a stirred solution of 1 M BCl3 in DCM (1.55 mL, 1.25 eq) while maintaining the reaction temperature at 0° C. The reaction mixture was stirred at 0° C. for 35 min and then quenched by slow addition of MeOH (0.7 mL) over 15 min at 10° C. Then, 2N HCl solution (1.4 mL) was added at r.t. over 15 min. The layers were separated, and the organic phase was concentrated to ... Starting materials: BrC1=CC(=C(C=C1OC)C(=O)C1=CC=CC=C1)OC ([4-bromo-2,5-bis(methyloxy)phenyl](phenyl)methanone), B(Cl)(Cl)Cl (BCl3). Starting materials: C(C1=CC=CC=C1)OC=1C(=NN2C1C(NCC2C2=CC=CC=C2)=O)C(=O)OC (methyl 3-benzyloxy-4-oxo-7-phenyl-4,5,6,7-tetrahydropyrazolo[1,5-a]pyrazine-2-carboxylate), [H-].[Na+] (sodium hydride), IC (iodomethane). The reagents and catalysts are O (H2O). Run in CN(C)C=O (DMF). Conditions: time 1 hour. The product is C(C1=CC=CC=C1)OC=1C(=NN2C1C(N(CC2C2=CC=CC=C2)C)=O)C(=O)O (3-Benzyloxy-5-methyl-4-oxo-7-phenyl-4,5,6,7-tetrahydropyrazolo[1,5-a]pyrazine-2-carboxylic acid). As a reaction SMILES: [CH2:1]([O:8][C:9]1[C:10]([C:25]([O:27]C)=[O:26])=[N:11][N:12]2[CH:17]([C:18]3[CH:23]=[CH:22][CH:21]=[CH:20][CH:19]=3)[CH2:16][NH:15][C:14](=[O:24])[C:13]=12)[C:2]1[CH:7]=[CH:6][CH:5]=[CH:4][CH:3]=1.[H-].[Na+].I[CH3:32]>CN(C=O)C.O>[CH2:1]([O:8][C:9]1[C:10]([C:25]([OH:27])=[O:26])=[N:11][N:12]2[CH:17]([C:18]3[CH:19]=[CH:20][CH:21]=[CH:22][CH:23]=3)[CH2:16][N:15]([CH3:32])[C:14](=[O:24])[C:13]=12)[C:2]1[CH:3]=[CH:4][CH:5]=[CH:6][CH:7]=1 |f:1.2|. Procedure details: To a solution of methyl 3-benzyloxy-4-oxo-7-phenyl-4,5,6,7-tetrahydropyrazolo[1,5-a]pyrazine-2-carboxylate (28 mg, 0.074 mmol) in anhydrous DMF under inert atmosphere was added sodium hydride (3 mg, 0.111 mmol, 95% dispersion in oil). The mixture was treated with iodomethane (6 μL, 0.089 mmol) and stirred at room temperature for 1 hour. When the methylation was complete, several drops of H2O were added and the mixture stirred at room temperature for 1 hour. The mixture was purified by reverse ph...